Task: describe an organic reaction: reactants, conditions, products, and yield. Dataset: the Open Reaction Database (ORD), a public repository of structured organic reaction records The reactants are ClC1=CC=C(C=C1)N1N=C(CC1)N (1-(p-chlorophenyl)-3-amino-2-pyrazoline), N1=CC=CC=C1 (pyridine). Reagents/catalysts: Cl[Cu] (CuCl). The solvent is C(C)O (ethanol). Reaction conditions: time 10 hour. Product: ClC1=CC=C(C=C1)N1N=C(C=C1)N (1-(p-chlorophenyl)-3-amino-pyrazole). Isolated yield 51.6%. Reaction SMILES: [Cl:1][C:2]1[CH:7]=[CH:6][C:5]([N:8]2[CH2:12][CH2:11][C:10]([NH2:13])=[N:9]2)=[CH:4][CH:3]=1.N1C=CC=CC=1>C(O)C.Cl[Cu]>[Cl:1][C:2]1[CH:3]=[CH:4][C:5]([N:8]2[CH:12]=[CH:11][C:10]([NH2:13])=[N:9]2)=[CH:6][CH:7]=1. Reported procedure: In the same apparatus and according to the same modalities as in Example 1, 1.95 g (0.01 mole) of 1-(p-chlorophenyl)-3-amino-2-pyrazoline were suspended in 12 ml of ethanol and 0.1 ml of pyridine with addition of 0.1 g of CuCl, under an oxygen head. Oxidation was completed after about 10 hours. The oxidized product was isolated as in Example 2, thus obtaining 1 g of 1-(p-chlorophenyl)-3-amino-pyrazole of melting point 107°-108° C. Reactants: [CH-]1C=CC=C1.[Na+] (sodium cyclopentadienide), CN(P(=O)(N(C)C)N(C)C)C (hexamethylphosphoramide), O (water), BrCCCCC (1-bromopentane). Run in C1CCOC1 (THF). Conditions: temperature -55 celsius, time 30 minute. Yields the product C(CCCC)C1=CC=CC1 (pentylcyclopentadiene). The yield is 84.9%. Reaction SMILES: [CH-:1]1[CH:5]=[CH:4][CH:3]=[CH:2]1.[Na+].CN(C)P(N(C)C)(N(C)C)=O.Br[CH2:19][CH2:20][CH2:21][CH2:22][CH3:23].O>C1COCC1>[CH2:19]([C:1]1[CH2:5][CH:4]=[CH:3][CH:2]=1)[CH2:20][CH2:21][CH2:22][CH3:23] |f:0.1|. Reported procedure: To a solution of sodium cyclopentadienide (71 mmole, 1.89 M in THF) in 20 ml of THF was added 10 ml of hexamethylphosphoramide. The solution was cooled to -55° C. and 1-bromopentane (10.5 g. 70 mmole) was added dropwise with stirring over a period of 30 min. After the addition was completed, the reaction mixture was stirred at -30°-40° C. for 30 minutes and at autogeneous temperature for 30 minutes, then poured into cold water and extracted with pentane, (3×80 ml). The pentane extracts were comb... Reactants: NC1=C(C(=O)O)C=CC=N1 (2-amino-nicotinic acid), C(C1=CC=CC=C1)N1CCC(CC1)O (1-benyl-4-hydroxy-piperidine), FC(C(=O)O)(F)F (trifluoroacetic acid), C(=O)(N1C=NC=C1)N1C=NC=C1 (carbonyidiimidazole). Solvent: C1CCOC1 (THF). Run at time 1 hour. Yields the product NC1=C(C(=O)OC2CCN(CC2)CC2=CC=CC=C2)C=CC=N1 (1-benzyl-piperidin-4-yl 2-amino-nicotinate). The yield is 33.4%. Reaction SMILES: [NH2:1][C:2]1[N:10]=[CH:9][CH:8]=[CH:7][C:3]=1[C:4]([OH:6])=[O:5].FC(F)(F)C(O)=O.C(N1C=CN=C1)(N1C=CN=C1)=O.[CH2:30]([N:37]1[CH2:42][CH2:41][CH:40](O)[CH2:39][CH2:38]1)[C:31]1[CH:36]=[CH:35][CH:34]=[CH:33][CH:32]=1>C1COCC1>[NH2:1][C:2]1[N:10]=[CH:9][CH:8]=[CH:7][C:3]=1[C:4]([O:6][CH:40]1[CH2:39][CH2:38][N:37]([CH2:30][C:31]2[CH:36]=[CH:35][CH:34]=[CH:33][CH:32]=2)[CH2:42][CH2:41]1)=[O:5]. Procedure: 0.14 g (0.00101 mol) of 2-amino-nicotinic acid was suspended in 50 ml of THF and treated with 0.077 ml (0.00101 mol) of trifluoroacetic acid. The mixture was stirred at room temperature for 1 hr., whereby a solution resulted. To this was added 0.25 g (0.0015 mol) of carbonyidiimidazole and the mixture was stirred at room temperature for 2 hrs. Subsequently, 0.34 g (0.00178 mol) of 1-benyl-4-hydroxy-piperidine was added and the mixture was stirred at 60° for 72 hrs. After removing the solvent the...